Dataset: the Open Reaction Database (ORD), a public repository of structured organic reaction records. Task: describe an organic reaction: reactants, conditions, products, and yield The reactants are BrB(Br)Br, COc1cccc(CCBr)c1, ClC(Cl)Cl, ClCCl, [NH4+], [OH-]. Product: Oc1cccc(CCBr)c1. Reaction SMILES: [B:16]([Br:17])([Br:18])[Br:19].[Br:1][CH2:2][CH2:3][c:4]1[cH:5][c:6]([O:10][CH3:11])[cH:7][cH:8][cH:9]1.[Cl:12][CH:13]([Cl:14])[Cl:15].[Cl:22][CH2:23][Cl:24].[NH4+:21].[OH-:20]>>[Br:1][CH2:2][CH2:3][c:4]1[cH:5][c:6]([OH:10])[cH:7][cH:8][cH:9]1.